Dataset: the Open Reaction Database (ORD), a public repository of structured organic reaction records. Task: describe an organic reaction: reactants, conditions, products, and yield Reactants: NOCc1ccccc1, CC#N, O=C(Cl)OCC(Cl)(Cl)Cl, Cl, c1ccncc1. The product is O=C(NOCc1ccccc1)OCC(Cl)(Cl)Cl. RXN SMILES: [CH2:2]([c:3]1[cH:4][cH:5][cH:6][cH:7][cH:8]1)[O:9][NH2:10].[CH3:26][C:27]#[N:28].[Cl:17][C:18](=[O:19])[O:20][CH2:21][C:22]([Cl:23])([Cl:24])[Cl:25].[ClH:1].[cH:11]1[cH:12][cH:13][n:14][cH:15][cH:16]1>>[CH2:2]([c:3]1[cH:4][cH:5][cH:6][cH:7][cH:8]1)[O:9][NH:10][C:18](=[O:19])[O:20][CH2:21][C:22]([Cl:23])([Cl:24])[Cl:25].